Dataset: the Open Reaction Database (ORD), a public repository of structured organic reaction records. Task: describe an organic reaction: reactants, conditions, products, and yield The reactants are C[Si](C)(C)[N-][Si](C)(C)C, CCOC(C)=O, CC(C)(C)OC(=O)NC(Cc1cn(CC(C(=O)c2ccc(Cl)cc2Cl)c2ccccc2)cn1)C(=O)O, O=C1CCC(=O)N1Cl, [Li+], C1CCOC1. Yields the product CC(C)(C)OC(=O)NC(Cc1cn(CC(Cl)(C(=O)c2ccc(Cl)cc2Cl)c2ccccc2)cn1)C(=O)O. RXN SMILES: [CH3:37][Si:38]([CH3:39])([CH3:40])[N-:41][Si:42]([CH3:43])([CH3:44])[CH3:45].[CH3:60][CH2:61][O:62][C:63](=[O:64])[CH3:65].[Cl:1][c:2]1[c:3]([C:9]([CH:10]([CH2:11][n:12]2[cH:13][c:14]([CH2:15][CH:16]([NH:17][C:18](=[O:19])[O:20][C:21]([CH3:22])([CH3:23])[CH3:24])[C:25](=[O:26])[OH:27])[n:28][cH:29]2)[c:30]2[cH:31][cH:32][cH:33][cH:34][cH:35]2)=[O:36])[cH:4][cH:5][c:6]([Cl:8])[cH:7]1.[Cl:47][N:48]1[C:49](=[O:50])[CH2:51][CH2:52][C:53]1=[O:54].[Li+:46].[O:55]1[CH2:56][CH2:57][CH2:58][CH2:59]1>>[Cl:1][c:2]1[c:3]([C:9]([C:10]([CH2:11][n:12]2[cH:13][c:14]([CH2:15][CH:16]([NH:17][C:18](=[O:19])[O:20][C:21]([CH3:22])([CH3:23])[CH3:24])[C:25](=[O:26])[OH:27])[n:28][cH:29]2)([c:30]2[cH:31][cH:32][cH:33][cH:34][cH:35]2)[Cl:47])=[O:36])[cH:4][cH:5][c:6]([Cl:8])[cH:7]1.